Dataset: the Open Reaction Database (ORD), a public repository of structured organic reaction records. Task: describe an organic reaction: reactants, conditions, products, and yield Starting materials: OC=1C=C(C(=O)OCC)C=CC1 (ethyl 3-hydroxybenzoate), C(C1=CC=CC=C1)Br (benzyl bromide), C([O-])([O-])=O.[K+].[K+] (potassium carbonate). Run in CC(=O)C (acetone). Yields the product C(C1=CC=CC=C1)OC=1C=C(C(=O)O)C=CC1 (3-benzyloxybenzoic acid). RXN SMILES: [OH:1][C:2]1[CH:3]=[C:4]([CH:10]=[CH:11][CH:12]=1)[C:5]([O:7]CC)=[O:6].[CH2:13](Br)[C:14]1[CH:19]=[CH:18][CH:17]=[CH:16][CH:15]=1.C(=O)([O-])[O-].[K+].[K+]>CC(C)=O>[CH2:13]([O:1][C:2]1[CH:3]=[C:4]([CH:10]=[CH:11][CH:12]=1)[C:5]([OH:7])=[O:6])[C:14]1[CH:19]=[CH:18][CH:17]=[CH:16][CH:15]=1 |f:2.3.4|. Procedure details: A mixture comprising ethyl 3-hydroxybenzoate (5.00 g), benzyl bromide (4.29 ml), potassium carbonate (6.24 g) and acetone (50 ml) was stirred at room temperature for 16 hours. After the reaction mixture was evaporated under reduced pressure to remove the solvent, water (200 ml) was added to the residue, and the resulting mixture was extracted with ethyl acetate. After the organic layer was concentrated, a 1 N aqueous solution of sodium hydroxide (50 ml) was added to the residue dissolved in meth... Reactants: C[Mg]Cl (methyl magnesium chloride), O1CCCC1 (tetrahydrofuran), C(C)(=O)C1=CC(=C(C#N)C=C1)F (4-acetyl-2-fluorobenzonitrile), O1CCCC1 (tetrahydrofuran), [Cl-].[Ce+3].[Cl-].[Cl-] (cerium (III) chloride), O1CCCC1 (tetrahydrofuran). Run at temperature 0 celsius. Product: FC1=C(C#N)C=CC=C1C(C)(C)O (2-fluoro-(1-hydroxy-1-methyl-ethyl)-benzonitrile). As a reaction SMILES: [Cl-].[Ce+3].[Cl-].[Cl-].[CH3:5][Mg]Cl.C([C:11]1[CH:18]=[CH:17][C:14]([C:15]#[N:16])=[C:13]([F:19])[CH:12]=1)(=O)C.[O:20]1[CH2:24][CH2:23]CC1>>[F:19][C:13]1[C:12]([C:24]([OH:20])([CH3:23])[CH3:5])=[CH:11][CH:18]=[CH:17][C:14]=1[C:15]#[N:16] |f:0.1.2.3|. Procedure: To a stirred suspension of cerium (III) chloride (4.7 g, 15.0 mmol) in tetrahydrofuran (30 mL) at 0° C. was added drop-wise a solution of 3.0 M methyl magnesium chloride in tetrahydrofuran (6.0 mL, 19 mmol). The reaction mixture was stirred at 0° C., after which a solution of 4-acetyl-2-fluorobenzonitrile (2.5 g, 15.0 mmol) in tetrahydrofuran (20 mL) was added dropwise. The reaction mixture was stirred at 0° C. for 1 hour and then quenched with 5 mL of 2N acetic acid added drop-wise. The reactio... The reactants are NC=1C=CC(=C(C1)[C@]1(N=C(OC(C1(F)F)(C)C)N)C)F ((R)-4-(5-amino-2-fluoro-phenyl)-5,5-difluoro-4,6,6-trimethyl-5,6-dihydro-4H-[1,3]oxazin-2-ylamine), FCOC=1C=CC(=NC1)C(=O)O (5-fluoromethoxy-pyridine-2-carboxylic acid). The product is NC=1OC(C([C@@](N1)(C)C=1C=C(C=CC1F)NC(=O)C1=NC=C(C=C1)OCF)(F)F)(C)C (5-Fluoromethoxy-pyridine-2-carboxylic acid [3-((R)-2-amino-5,5-difluoro-4,6,6-trimethyl-5,6-dihydro-4H-[1,3]oxazin-4-yl)-4-fluoro-phenyl]-amide). Reaction SMILES: [NH2:1][C:2]1[CH:3]=[CH:4][C:5]([F:20])=[C:6]([C@:8]2([CH3:19])[C:13]([F:15])([F:14])[C:12]([CH3:17])([CH3:16])[O:11][C:10]([NH2:18])=[N:9]2)[CH:7]=1.[F:21][CH2:22][O:23][C:24]1[CH:25]=[CH:26][C:27]([C:30](O)=[O:31])=[N:28][CH:29]=1>>[NH2:18][C:10]1[O:11][C:12]([CH3:16])([CH3:17])[C:13]([F:14])([F:15])[C@:8]([C:6]2[CH:7]=[C:2]([NH:1][C:30]([C:27]3[CH:26]=[CH:25][C:24]([O:23][CH2:22][F:21])=[CH:29][N:28]=3)=[O:31])[CH:3]=[CH:4][C:5]=2[F:20])([CH3:19])[N:9]=1. Reported procedure: The condensation of (R)-4-(5-amino-2-fluoro-phenyl)-5,5-difluoro-4,6,6-trimethyl-5,6-dihydro-4H-[1,3]oxazin-2-ylamine (intermediate XI-2) and 5-fluoromethoxy-pyridine-2-carboxylic acid (CAS1174321-03-9, WO2009091016) following procedure I yielded the title compound as a white solid. MS (ISP): m/z=441.3 [M+H]+. Reactants: ClC1=CC=C(C=C1)N1N=CC(=C1C#N)C(=O)OCC (ethyl 1-(4-chlorophenyl)-5-cyano-4-pyrazolecarboxylate), [OH-].[Na+] (sodium hydroxide), C(C)O (ethanol). Solvent: O (water). Product: C(=O)(O)C=1C=NN(C1C(=O)N)C1=CC=C(C=C1)Cl (4-Carboxy-1-(4-chlorophenyl)-5-pyrazolecarboxamide). As a reaction SMILES: [Cl:1][C:2]1[CH:7]=[CH:6][C:5]([N:8]2[C:12]([C:13]#[N:14])=[C:11]([C:15]([O:17]CC)=[O:16])[CH:10]=[N:9]2)=[CH:4][CH:3]=1.[OH-].[Na+].C([OH:24])C>O>[C:15]([C:11]1[CH:10]=[N:9][N:8]([C:5]2[CH:6]=[CH:7][C:2]([Cl:1])=[CH:3][CH:4]=2)[C:12]=1[C:13]([NH2:14])=[O:24])([OH:17])=[O:16] |f:1.2|. Procedure: The process of Example 2 was followed, starting with 3.7 g. of ethyl 1-(4-chlorophenyl)-5-cyano-4-pyrazolecarboxylate and 2 g. of sodium hydroxide in 60 ml. of denatured ethanol and 60 ml. of water to obtain 2.3g. of the desired product, m.p. 249°-250°. The elemental analysis was as follows. Reactants: C1CCOC1, COCCCc1cc(CCCOC)cc(C(=O)OC)c1, CO, CCOC(C)=O, [Na+], [OH-]. Product: COCCCc1cc(CCCOC)cc(C(=O)O)c1. Reaction SMILES: [CH2:23]1[O:24][CH2:25][CH2:26][CH2:27]1.[CH3:1][O:2][CH2:3][CH2:4][CH2:5][c:6]1[cH:7][c:8]([C:9](=[O:10])[O:11][CH3:12])[cH:13][c:14]([CH2:16][CH2:17][CH2:18][O:19][CH3:20])[cH:15]1.[CH3:28][OH:29].[CH3:30][CH2:31][O:32][C:33]([CH3:34])=[O:35].[Na+:22].[OH-:21]>>[CH3:1][O:2][CH2:3][CH2:4][CH2:5][c:6]1[cH:7][c:8]([C:9](=[O:10])[OH:11])[cH:13][c:14]([CH2:16][CH2:17][CH2:18][O:19][CH3:20])[cH:15]1.